From a dataset of the Open Reaction Database (ORD), a public repository of structured organic reaction records. describe an organic reaction: reactants, conditions, products, and yield Reactants: C1CCOC1, CCN=C=NCCCN(C)C, CCN(C(C)C)C(C)C, Cl, Cc1c(Cl)c(OCC(=O)O)nc2sc(C(=O)NC3CC3)c(N)c12, NCCO, CN(C)C=O, O, On1nnc2ccccc21. The product is Cc1c(Cl)c(OCC(=O)NCCO)nc2sc(C(=O)NC3CC3)c(N)c12. RXN SMILES: [CH2:65]1[O:66][CH2:67][CH2:68][CH2:69]1.[CH3:45][N:46]([CH3:47])[CH2:48][CH2:49][CH2:50][N:51]=[C:52]=[N:53][CH2:54][CH3:55].[CH:35]([N:36]([CH2:37][CH3:38])[CH:39]([CH3:40])[CH3:41])([CH3:42])[CH3:43].[ClH:44].[NH2:1][c:2]1[c:3]([C:18]([NH:19][CH:20]2[CH2:21][CH2:22]2)=[O:23])[s:4][c:5]2[n:6][c:7]([O:13][CH2:14][C:15](=[O:16])[OH:17])[c:8]([Cl:12])[c:9]([CH3:11])[c:10]12.[NH2:56][CH2:57][CH2:58][OH:59].[O:60]=[CH:61][N:62]([CH3:63])[CH3:64].[OH2:24].[OH:25][n:26]1[c:27]2[cH:28][cH:29][cH:30][cH:31][c:32]2[n:33][n:34]1>>[NH2:1][c:2]1[c:3]([C:18]([NH:19][CH:20]2[CH2:21][CH2:22]2)=[O:23])[s:4][c:5]2[n:6][c:7]([O:13][CH2:14][C:15](=[O:16])[NH:56][CH2:57][CH2:58][OH:59])[c:8]([Cl:12])[c:9]([CH3:11])[c:10]12. Reactants: Cl.COC=1C=C(C=CC1OC)C=1C(C(N(N1)C1CCNCC1)=O)(C)C (5-(3,4-dimethoxyphenyl)-4,4-dimethyl-2-(piperidin-4-yl)-2,4-dihydro-3H-pyrazol-3-one hydrochloride), Cl.COC=1C=C(C=CC1OC)C=1C(C(N(N1)C1CCNCC1)=O)(C)C (5-(3,4-dimethoxyphenyl)-4,4-dimethyl-2-(piperidin-4-yl)-2,4-dihydro-3H-pyrazol-3-one hydrochloride), ClS(=O)(=O)C=1C=C(C=C(C(=O)OC)C1)C(=O)OC (dimethyl 5-(chlorosulfonyl)isophthalate). Product: COC=1C=C(C=CC1OC)C1=NN(C(C1(C)C)=O)C1CCN(CC1)S(=O)(=O)C=1C=C(C=C(C(=O)OC)C1)C(=O)OC (Dimethyl 5-({4-[3-(3,4-dimethoxyphenyl)-4,4-dimethyl-5-oxo-4,5-dihydro-1H-pyrazol-1-yl]piperidin-1-yl}sulfonyl)isophthalate). As a reaction SMILES: Cl.[CH3:2][O:3][C:4]1[CH:5]=[C:6]([C:12]2[C:13]([CH3:25])([CH3:24])[C:14](=[O:23])[N:15]([CH:17]3[CH2:22][CH2:21][NH:20][CH2:19][CH2:18]3)[N:16]=2)[CH:7]=[CH:8][C:9]=1[O:10][CH3:11].Cl[S:27]([C:30]1[CH:31]=[C:32]([C:40]([O:42][CH3:43])=[O:41])[CH:33]=[C:34]([CH:39]=1)[C:35]([O:37][CH3:38])=[O:36])(=[O:29])=[O:28]>>[CH3:2][O:3][C:4]1[CH:5]=[C:6]([C:12]2[C:13]([CH3:25])([CH3:24])[C:14](=[O:23])[N:15]([CH:17]3[CH2:22][CH2:21][N:20]([S:27]([C:30]4[CH:39]=[C:34]([C:35]([O:37][CH3:38])=[O:36])[CH:33]=[C:32]([CH:31]=4)[C:40]([O:42][CH3:43])=[O:41])(=[O:29])=[O:28])[CH2:19][CH2:18]3)[N:16]=2)[CH:7]=[CH:8][C:9]=1[O:10][CH3:11] |f:0.1|. Procedure: The title compound is prepared analogously as described for GP1 using 5-(3,4-dimethoxyphenyl)-4,4-dimethyl-2-(piperidin-4-yl)-2,4-dihydro-3H-pyrazol-3-one (compound B1) and dimethyl 5-(chlorosulfonyl)isophthalate as starting compounds. The crude product is purified by crystallization from EA and diethyl ether to yield the title compound. Starting materials: OC1(CCN(CC1)C(=O)OCC)CNC (ethyl 4-hydroxy-4-methylaminomethylpiperidine-1-carboxylate), Cl (hydrochloric acid). Product: Cl.Cl.OC1(CCNCC1)CNC (4-Hydroxy-4-methylaminomethylpiperidine dihydrochloride). RXN SMILES: [OH:1][C:2]1([CH2:13][NH:14][CH3:15])[CH2:7][CH2:6][N:5](C(OCC)=O)[CH2:4][CH2:3]1.[ClH:16]>>[ClH:16].[ClH:16].[OH:1][C:2]1([CH2:13][NH:14][CH3:15])[CH2:7][CH2:6][NH:5][CH2:4][CH2:3]1 |f:2.3.4|. Procedure: 3 g (13.9 mmol) of ethyl 4-hydroxy-4-methylaminomethylpiperidine-1-carboxylate are heated overnight under reflux with 30 ml of concentrated hydrochloric acid. The product is concentrated, and the crystals are stirred with acetone, filtered off with suction and dried in a vacuum desiccator over P4O10. Reactants: [H-].[Na+] (NaH), C(C)C1=NC=2C(=NC(=CC2C)C)N1 (2-ethyl-5,7-dimethyl-3H-imidazo[4,5-b]pyridine), BrC=1C=NC=2C(CCC2C1)Cl (3-bromo-7-chloro-6,7-dihydro-5H-[1]pyrindine), [Na+].[Br-] (NaBr). Run in O1CCOCC1 (1,4-dioxane), O1CCOCC1 (1,4-dioxane). Run at temperature 100 celsius, time 30 minute. Product: BrC=1C=NC=2C(CCC2C1)N1C(=NC=2C1=NC(=CC2C)C)CC (3-(3-Bromo-6,7-dihydro-5H-[1]pyrindin-7-yl)-2-ethyl-5,7-dimethyl-3H-imidazo[4,5-b]pyridine). The yield is 13.8%. As a reaction SMILES: [H-].[Na+].[CH2:3]([C:5]1[NH:15][C:8]2=[N:9][C:10]([CH3:14])=[CH:11][C:12]([CH3:13])=[C:7]2[N:6]=1)[CH3:4].[Br:16][C:17]1[CH:18]=[N:19][C:20]2[CH:21](Cl)[CH2:22][CH2:23][C:24]=2[CH:25]=1.[Na+].[Br-]>O1CCOCC1>[Br:16][C:17]1[CH:18]=[N:19][C:20]2[CH:21]([N:15]3[C:8]4=[N:9][C:10]([CH3:14])=[CH:11][C:12]([CH3:13])=[C:7]4[N:6]=[C:5]3[CH2:3][CH3:4])[CH2:22][CH2:23][C:24]=2[CH:25]=1 |f:0.1,4.5|. Procedure: To a solution of NaH, 60% in oil, (163 mg) in 3 mL of 1,4-dioxane was added 2-ethyl-5,7-dimethyl-3H-imidazo[4,5-b]pyridine (1.1 gm) at room temperature and stirred for 30 minutes. Then 3-bromo-7-chloro-6,7-dihydro-5H-[1]pyrindine (500 mg, 2.15 mM) in 2 mL of 1,4-dioxane and anhydrous NaBr (442 mg) were added to the solution and the reaction was heated to 100° C. for 24 hours. The reaction was then cooled to room temperature, concentrated to dryness, and extracted into ethyl acetate from water. T... Starting materials: CC(C)(C)c1ccc([I+]c2ccc(C(C)(C)C)cc2)cc1, COC(C)(C)C, [Cl-], COS(=O)(=O)c1ccc(C)cc1. Yields the product CC(C)(C)c1ccc([I+]c2ccc(C(C)(C)C)cc2)cc1, Cc1ccc(S(=O)(=O)[O-])cc1. As a reaction SMILES: [C:2]([CH3:3])([CH3:4])([CH3:5])[c:6]1[cH:7][cH:8][c:9]([I+:12][c:13]2[cH:14][cH:15][c:16]([C:19]([CH3:20])([CH3:21])[CH3:22])[cH:17][cH:18]2)[cH:10][cH:11]1.[CH3:35][O:36][C:37]([CH3:38])([CH3:39])[CH3:40].[Cl-:1].[c:23]1([CH3:34])[cH:24][cH:25][c:26]([S:29](=[O:30])(=[O:31])[O:32][CH3:33])[cH:27][cH:28]1>>[C:2]([CH3:3])([CH3:4])([CH3:5])[c:6]1[cH:7][cH:8][c:9]([I+:12][c:13]2[cH:14][cH:15][c:16]([C:19]([CH3:20])([CH3:21])[CH3:22])[cH:17][cH:18]2)[cH:10][cH:11]1.[c:23]1([CH3:34])[cH:24][cH:25][c:26]([S:29](=[O:30])(=[O:31])[O-:32])[cH:27][cH:28]1. Product: COC(=O)c1cc(C(=O)O)nn1C. RXN SMILES: [CH2:15]1[O:16][CH2:17][CH2:18][O:19][CH2:20]1.[CH3:1][O:2][C:3](=[O:4])[c:5]1[n:6][n:7]([CH3:14])[c:8]([C:10](=[O:11])[O:12][CH3:13])[cH:9]1.[OH2:26].[S:21](=[O:22])(=[O:23])([OH:24])[OH:25]>>[O:2]=[C:3]([OH:4])[c:5]1[n:6][n:7]([CH3:14])[c:8]([C:10](=[O:11])[O:12][CH3:13])[cH:9]1. The reactants are C1COCCO1, COC(=O)c1cc(C(=O)OC)n(C)n1, O, O=S(=O)(O)O. Reactants: O=C([O-])[O-], CN(C)C=O, Cl, Cn1c(C(F)(F)F)cc(=O)n(-c2cc(F)c([N+](=O)[O-])cc2F)c1=O, [K+], [K+], COC(=O)COc1ccccc1O. The product is COC(=O)COc1ccccc1Oc1cc(-n2c(=O)cc(C(F)(F)F)n(C)c2=O)c(F)cc1[N+](=O)[O-]. As a reaction SMILES: [C:38](=[O:39])([O-:40])[O-:41].[CH3:45][N:46]([CH3:47])[CH:48]=[O:49].[ClH:44].[F:14][c:15]1[c:16]([N+:35](=[O:36])[O-:37])[cH:17][c:18]([F:34])[c:19](-[n:21]2[c:22](=[O:33])[n:23]([CH3:32])[c:24]([C:28]([F:29])([F:30])[F:31])[cH:25][c:26]2=[O:27])[cH:20]1.[K+:42].[K+:43].[OH:1][c:2]1[c:3]([O:4][CH2:5][C:6](=[O:7])[O:8][CH3:9])[cH:10][cH:11][cH:12][cH:13]1>>[O:1]([c:2]1[c:3]([O:4][CH2:5][C:6](=[O:7])[O:8][CH3:9])[cH:10][cH:11][cH:12][cH:13]1)[c:15]1[c:16]([N+:35](=[O:36])[O-:37])[cH:17][c:18]([F:34])[c:19](-[n:21]2[c:22](=[O:33])[n:23]([CH3:32])[c:24]([C:28]([F:29])([F:30])[F:31])[cH:25][c:26]2=[O:27])[cH:20]1. The reactants are N1(CCCCCCC1)C1=CC=C(C=C1)S(=O)(=O)NCCCCC(=O)O (5-[4-(1-Azacyclooctyl)benzenesulphonylamino]valeric acid), C(C)(=O)[O-].[Na+] (sodium acetate). Run in C(C)(=O)OC(C)=O (acetic anhydride). The product is N1(CCCCCCC1)C1=CC=C(C=C1)S(=O)(=O)N1C(CCCC1)=O (1-[4-(1-Azacyclooctyl)benzenesulphonyl]-2-piperidinone). Isolated yield 88.8%. Reaction SMILES: [N:1]1([C:9]2[CH:14]=[CH:13][C:12]([S:15]([NH:18][CH2:19][CH2:20][CH2:21][CH2:22][C:23]([OH:25])=O)(=[O:17])=[O:16])=[CH:11][CH:10]=2)[CH2:8][CH2:7][CH2:6][CH2:5][CH2:4][CH2:3][CH2:2]1.C([O-])(=O)C.[Na+]>C(OC(=O)C)(=O)C>[N:1]1([C:9]2[CH:14]=[CH:13][C:12]([S:15]([N:18]3[CH2:19][CH2:20][CH2:21][CH2:22][C:23]3=[O:25])(=[O:17])=[O:16])=[CH:11][CH:10]=2)[CH2:8][CH2:7][CH2:6][CH2:5][CH2:4][CH2:3][CH2:2]1 |f:1.2|. Reported procedure: 3.4 g of product obtained in stage A are heated to reflux for 1 hour with 3.4 g of sodium acetate in 68 cm3 of acetic anhydride. The mixture is cooled to room temperature and evaporated to dryness, the residue is taken up in 50 cm3 of water, filtered off and dried and 2.87 g of expected product are obtained. M.p. 150°-152° C. After crystallization in isopropanol, 1.9 g of pure product are obtained. M.p. 152°-153° C. Starting materials: CN(C)C=O (DMF), BrC=1C=C(C(NC1)=O)C#N (5-bromo-3-cyano-2(1H)-pyridinone), C([O-])([O-])=O.[K+].[K+] (potassium carbonate), ClCC(=O)OC (methyl chloroacetate). The solvent is C1CCOC1 (THF), C1CCOC1 (THF). Reaction conditions: temperature 80 celsius, time 3.5 hour. Product: BrC=1C=C(C(N(C1)CC(=O)OC)=O)C#N (methyl 2-(5-bromo-3-cyano-2-oxopyridin-1(2H)-yl)acetate). Isolated yield 74.8%. RXN SMILES: [Br:1][C:2]1[CH:3]=[C:4]([C:9]#[N:10])[C:5](=[O:8])[NH:6][CH:7]=1.C(=O)([O-])[O-].[K+].[K+].Cl[CH2:18][C:19]([O:21][CH3:22])=[O:20].CN(C=O)C>C1COCC1>[Br:1][C:2]1[CH:3]=[C:4]([C:9]#[N:10])[C:5](=[O:8])[N:6]([CH2:18][C:19]([O:21][CH3:22])=[O:20])[CH:7]=1 |f:1.2.3|. Reported procedure: To 5-bromo-3-cyano-2(1H)-pyridinone (1.4 g, 7.0 mmol) and potassium carbonate (1.9 g, 1.3 mL, 14.1 mmol), THF (26.4 mL) and methyl chloroacetate (1.53 g, 1.2 mL, 14.1 mmol) were added. The reaction was stirred at 80° C. The starting material didn't dissolve well in THF. After 3.5 hours, mainly staring material was observed. DMF (18 mL) was added and the starting material went into solution. The reaction was heated at 80° C. for 45 minutes. The desired mass was observed by LCMS. The reaction was ... Reactants: Br[C@H]1[C@@H](C2=CC=CC=C2C1)O (trans-(-)-2-bromo-1-indanol), C(C)#N (acetonitrile), S(O)(O)(=O)=O (sulfuric acid). Solvent: O (water). Conditions: time 2 hour. Yields the product N[C@H]1[C@H](CC2=CC=CC=C12)O (cis-(±)-1-aminoindan-2-ol). Isolated yield 63.0%. As a reaction SMILES: Br[C@@H]1C[C:9]2[C:4](=[CH:5][CH:6]=[CH:7][CH:8]=2)[C@H:3]1O.[C:12](#[N:14])[CH3:13].S(=O)(=O)(O)[OH:16]>O>[NH2:14][C@@H:12]1[C:9]2[C:4](=[CH:5][CH:6]=[CH:7][CH:8]=2)[CH2:3][C@@H:13]1[OH:16]. Procedure: Into a 10 ml eggplant-type flask, 1.07 g (5.0 mmol) of trans-(-)-2-bromo-1-indanol (I: X=OH, Y=Br; optical purity based on specific rotation: 42.5%) and 2.6 ml of acetonitrile were introduced. While this mixture was stirred with a magnetic stirrer, 0.76 g (7.5 mmol) of 97% sulfuric acid was dropwise added thereto in a period of 2 hours at room temperature. The resulting mixture was stirred at room temperature for 1 hour and then 6.5 ml of water was added thereto. After an acetonitrile/water azeo...